This data is from the Open Reaction Database (ORD), a public repository of structured organic reaction records. The task is: describe an organic reaction: reactants, conditions, products, and yield Reactants: Cc1ccccc1, CCOC(C)=O, CCN(C(C)C)C(C)C, Cc1nnc(-c2ccc3occ(-c4ccc(OS(=O)(=O)C(F)(F)F)cc4)c3c2)o1, COP([O-])OC, c1ccc(P(c2ccccc2)(c2ccccc2)[Pd](P(c2ccccc2)(c2ccccc2)c2ccccc2)(P(c2ccccc2)(c2ccccc2)c2ccccc2)P(c2ccccc2)(c2ccccc2)c2ccccc2)cc1. The product is COP(=O)(OC)c1ccc(-c2coc3ccc(-c4nnc(C)o4)cc23)cc1. Reaction SMILES: [CH3:45][c:46]1[cH:47][cH:48][cH:49][cH:50][cH:51]1.[CH3:52][CH2:53][O:54][C:55](=[O:56])[CH3:57].[CH:36]([N:37]([CH2:38][CH3:39])[CH:40]([CH3:41])[CH3:42])([CH3:43])[CH3:44].[F:1][C:2]([F:3])([F:4])[S:5]([O:6][c:7]1[cH:8][cH:9][c:10](-[c:13]2[cH:14][o:15][c:16]3[c:17]2[cH:18][c:19](-[c:22]2[o:23][c:24]([CH3:27])[n:25][n:26]2)[cH:20][cH:21]3)[cH:11][cH:12]1)(=[O:28])=[O:29].[P:30]([O:31][CH3:32])([O:33][CH3:34])[O-:35].[cH:58]1[cH:59][cH:60][c:61]([P:62]([Pd:63]([P:64]([c:65]2[cH:66][cH:67][cH:68][cH:69][cH:70]2)([c:71]2[cH:72][cH:73][cH:74][cH:75][cH:76]2)[c:77]2[cH:78][cH:79][cH:80][cH:81][cH:82]2)([P:83]([c:84]2[cH:85][cH:86][cH:87][cH:88][cH:89]2)([c:90]2[cH:91][cH:92][cH:93][cH:94][cH:95]2)[c:96]2[cH:97][cH:98][cH:99][cH:100][cH:101]2)[P:102]([c:103]2[cH:104][cH:105][cH:106][cH:107][cH:108]2)([c:109]2[cH:110][cH:111][cH:112][cH:113][cH:114]2)[c:115]2[cH:116][cH:117][cH:118][cH:119][cH:120]2)([c:121]2[cH:122][cH:123][cH:124][cH:125][cH:126]2)[c:127]2[cH:128][cH:129][cH:130][cH:131][cH:132]2)[cH:133][cH:134]1>>[c:7]1([P:30]([O:31][CH3:32])([O:33][CH3:34])=[O:35])[cH:8][cH:9][c:10](-[c:13]2[cH:14][o:15][c:16]3[c:17]2[cH:18][c:19](-[c:22]2[o:23][c:24]([CH3:27])[n:25][n:26]2)[cH:20][cH:21]3)[cH:11][cH:12]1. Starting materials: C1=C(C=CC=2C3=CC=CC=C3CC12)CCC(C)=O (4-(2-Fluorenyl)-butan-2-one), N1=CC=CC=C1 (pyridine), [Mn](=O)(=O)(=O)[O-].[K+] (Potassium permanganate). Run in O (water). Reaction conditions: temperature 60 celsius, time 2 hour. The product is O=C1C2=CC=CC=C2C=2C=CC(=CC12)CCC(C)=O (4-(9-oxo-2fluorenyl)-butan-2-one). The yield is 26.0%. As a reaction SMILES: [CH:1]1[C:13]2[CH2:12][C:11]3[C:6](=[CH:7][CH:8]=[CH:9][CH:10]=3)[C:5]=2[CH:4]=[CH:3][C:2]=1[CH2:14][CH2:15][C:16](=[O:18])[CH3:17].N1C=CC=CC=1.[Mn]([O-])(=O)(=O)=[O:26].[K+]>O>[O:26]=[C:12]1[C:13]2[CH:1]=[C:2]([CH2:14][CH2:15][C:16](=[O:18])[CH3:17])[CH:3]=[CH:4][C:5]=2[C:6]2[C:11]1=[CH:10][CH:9]=[CH:8][CH:7]=2 |f:2.3|. Procedure details: 4-(2-Fluorenyl)-butan-2-one (4.72grams) was dissolvedin a mixture of 60 ml of pyridine and 5 ml of water, the mixture was heated at 60° C., and stirred. Potassium permanganate (6.8 grams) was added thereto little by little during 2 hours. When the addition was finished, the mixture was stirred for 2 hours more. The reaction solution was filtered, the filtrate was concentrated, and the resulting residue was dissolved in chlroform, the solution was washed with in the order of 10% hydrochloric acid...